This data is from the Open Reaction Database (ORD), a public repository of structured organic reaction records. The task is: describe an organic reaction: reactants, conditions, products, and yield Starting materials: CN1C(CC2=CC(=CC=C12)C=1C=NC=CC1C=C)=O (1-methyl-5-(4-vinyl-pyridin-3-yl)-1,3-dihydro-indol-2-one). Reagents/catalysts: [Pd] (palladium on carbon). The solvent is C(C)O (ethanol). Reaction conditions: time 25 minute. Product: C(C)C1=C(C=NC=C1)C=1C=C2CC(N(C2=CC1)C)=O (5-(4-ethyl-pyridin-3-yl)-1-methyl-1,3-dihydro-indol-2-one). As a reaction SMILES: [CH3:1][N:2]1[C:10]2[C:5](=[CH:6][C:7]([C:11]3[CH:12]=[N:13][CH:14]=[CH:15][C:16]=3[CH:17]=[CH2:18])=[CH:8][CH:9]=2)[CH2:4][C:3]1=[O:19]>C(O)C.[Pd]>[CH2:17]([C:16]1[CH:15]=[CH:14][N:13]=[CH:12][C:11]=1[C:7]1[CH:6]=[C:5]2[C:10](=[CH:9][CH:8]=1)[N:2]([CH3:1])[C:3](=[O:19])[CH2:4]2)[CH3:18]. Procedure: To a solution of 1-methyl-5-(4-vinyl-pyridin-3-yl)-1,3-dihydro-indol-2-one (30 mg, 0.12 mmol) in ethanol (1 mL) was added 10% palladium on carbon (18 mg, 0.02 mmol). The atmosphere over the reaction mixture was evacuated and the reaction was placed under an atmosphere of hydrogen gas via a balloon. The reaction was stirred for 25 minutes. The reaction mixture was then filtered through a plug of Celite® and the filtrate was then concentrated to dryness. The resulting residue was purified by silic... Reactants: C1CCOC1, Nc1nc(Cl)nc2ccccc12, Clc1nc(Cl)c2ccccc2n1, N, NCC1CCN(S(=O)(=O)CCc2ccccc2)CC1. Product: Nc1nc(NCC2CCN(S(=O)(=O)CCc3ccccc3)CC2)nc2ccccc12. RXN SMILES: [CH2:45]1[O:46][CH2:47][CH2:48][CH2:49]1.[Cl:20][c:21]1[n:22][c:23]2[cH:24][cH:25][cH:26][cH:27][c:28]2[c:29]([NH2:31])[n:30]1.[Cl:32][c:33]1[n:34][c:35]([Cl:36])[c:37]2[c:38]([cH:39][cH:40][cH:41][cH:42]2)[n:43]1.[NH3:44].[c:1]1([CH2:7][CH2:8][S:9](=[O:10])(=[O:11])[N:12]2[CH2:13][CH2:14][CH:15]([CH2:18][NH2:19])[CH2:16][CH2:17]2)[cH:2][cH:3][cH:4][cH:5][cH:6]1>>[c:1]1([CH2:7][CH2:8][S:9](=[O:10])(=[O:11])[N:12]2[CH2:13][CH2:14][CH:15]([CH2:18][NH:19][c:21]3[n:22][c:23]4[cH:24][cH:25][cH:26][cH:27][c:28]4[c:29]([NH2:31])[n:30]3)[CH2:16][CH2:17]2)[cH:2][cH:3][cH:4][cH:5][cH:6]1. Starting materials: N1CCC(CC1)N1C(NC2=NC=CC=C21)=O (1-piperidin-4-yl-1,3-dihydro-imidazo[4,5-b]pyridin-2-one), ClC=1C=C2CCN(C2=CC1)C(=O)C1=NC=NC(=C1)Cl ((5-chloro-2,3-dihydroindol-1-yl)-(6-chloropyrimidin-4-yl)-methanone), CCN(C(C)C)C(C)C (DIPEA). The solvent is CN(C)C=O (DMF). Conditions: time 22 hour. Yields the product ClC=1C=C2CCN(C2=CC1)C(=O)C1=CC(=NC=N1)N1CCC(CC1)N1C(NC2=NC=CC=C21)=O (1-{1-[6-(5-chloro-2,3-dihydroindole-1-carbonyl)-pyrimidin-4-yl]-piperidin-4-yl}-1,3-dihydro-imidazo[4,5-b]pyridin-2-one). RXN SMILES: [NH:1]1[CH2:6][CH2:5][CH:4]([N:7]2[C:15]3[C:10](=[N:11][CH:12]=[CH:13][CH:14]=3)[NH:9][C:8]2=[O:16])[CH2:3][CH2:2]1.[Cl:17][C:18]1[CH:19]=[C:20]2[C:24](=[CH:25][CH:26]=1)[N:23]([C:27]([C:29]1[CH:34]=[C:33](Cl)[N:32]=[CH:31][N:30]=1)=[O:28])[CH2:22][CH2:21]2.CCN(C(C)C)C(C)C>CN(C=O)C>[Cl:17][C:18]1[CH:19]=[C:20]2[C:24](=[CH:25][CH:26]=1)[N:23]([C:27]([C:29]1[N:30]=[CH:31][N:32]=[C:33]([N:1]3[CH2:2][CH2:3][CH:4]([N:7]4[C:15]5[C:10](=[N:11][CH:12]=[CH:13][CH:14]=5)[NH:9][C:8]4=[O:16])[CH2:5][CH2:6]3)[CH:34]=1)=[O:28])[CH2:22][CH2:21]2. Reported procedure: 80 mg (0.27 mmol) 1-piperidin-4-yl-1,3-dihydro-imidazo[4,5-b]pyridin-2-one (dihydrochloride) were added to 100 mg (0.34 mmol) (5-chloro-2,3-dihydroindol-1-yl)-(6-chloropyrimidin-4-yl)-methanone and 100 μL (0.58 mmol) DIPEA in 10 mL DMF. The reaction mixture was stirred for 22 h at RT and then evaporated down i. vac. The residue was combined with 20 mL water and stirred for 30 min at RT. The precipitated product was suction filtered. The purification was carried out using a silica gel column. The... Reactants: COC=1C=CC=2S(C3=CC=CC=C3OC2C1)(=O)=O (3-methoxyphenoxathiin 10,10-dioxide). Reagents/catalysts: [Br-].C(CCC)[N+](CCCC)(CCCC)CCCC (tetrabutylammonium bromide). The solvent is Br (HBr). Run at time 8 hour. Yields the product OC=1C=CC=2S(C3=CC=CC=C3OC2C1)(=O)=O (3-hydroxyphenoxathiin 10,10-dioxide). Yield: 95.0%. As a reaction SMILES: C[O:2][C:3]1[CH:4]=[CH:5][C:6]2[S:7](=[O:18])(=[O:17])[C:8]3[C:13]([O:14][C:15]=2[CH:16]=1)=[CH:12][CH:11]=[CH:10][CH:9]=3>[Br-].C([N+](CCCC)(CCCC)CCCC)CCC.Br>[OH:2][C:3]1[CH:4]=[CH:5][C:6]2[S:7](=[O:18])(=[O:17])[C:8]3[C:13]([O:14][C:15]=2[CH:16]=1)=[CH:12][CH:11]=[CH:10][CH:9]=3 |f:1.2|. Procedure details: A stirred solution of 29.4 gm of 3-methoxyphenoxathiin 10,10-dioxide, 5.2 gm of tetrabutylammonium bromide (Aldrich Chemical Co.), and 500 mL of 48% aqueous HBr was refluxed in a 1 liter flask for 6 hours. It was allowed to stir overnight at room temperature and was then refluxed for one additional hour. The contents were cooled to room temperature, and a solid filtered off and washed with waster. There was obtained 26.43 gm of 3-hydroxyphenoxathiin 10,10-dioxide. This was of sufficient purity t... Reactants: CCCC[N+](CCCC)(CCCC)CCCC, C1CCOC1, [F-], CC(C)[Si](Oc1cc(F)cc2ccc(-c3nnc4ccccn34)nc12)(C(C)C)C(C)C. Yields the product Oc1cc(F)cc2ccc(-c3nnc4ccccn34)nc12. As a reaction SMILES: [CH2:33]([N+:34]([CH2:35][CH2:36][CH2:37][CH3:38])([CH2:39][CH2:40][CH2:41][CH3:42])[CH2:43][CH2:44][CH2:45][CH3:46])[CH2:47][CH2:48][CH3:49].[CH2:50]1[O:51][CH2:52][CH2:53][CH2:54]1.[F-:32].[n:1]1[n:2][c:3](-[c:10]2[n:11][c:12]3[c:13]([O:21][Si:22]([CH:23]([CH3:24])[CH3:25])([CH:26]([CH3:27])[CH3:28])[CH:29]([CH3:30])[CH3:31])[cH:14][c:15]([F:20])[cH:16][c:17]3[cH:18][cH:19]2)[n:4]2[c:5]1[cH:6][cH:7][cH:8][cH:9]2>>[n:1]1[n:2][c:3](-[c:10]2[n:11][c:12]3[c:13]([OH:21])[cH:14][c:15]([F:20])[cH:16][c:17]3[cH:18][cH:19]2)[n:4]2[c:5]1[cH:6][cH:7][cH:8][cH:9]2. Starting materials: BrC1=CC=C(C=C1)SCC(CN1C(NC(C1=O)(C)C)=O)=O (1-(4-bromophenylthio)-3-(4,4-dimethyl-2,5-dioxoimidazolidin-1-yl)-2-propanone), C(CCC)OC1=CC=C(C=C1)B(O)O (4-n-butoxybenzeneboronic acid), C([O-])([O-])=O.[Na+].[Na+] (sodium carbonate). Reagents/catalysts: [Pd].C1(=CC=CC=C1)P(C1=CC=CC=C1)C1=CC=CC=C1.C1(=CC=CC=C1)P(C1=CC=CC=C1)C1=CC=CC=C1.C1(=CC=CC=C1)P(C1=CC=CC=C1)C1=CC=CC=C1.C1(=CC=CC=C1)P(C1=CC=CC=C1)C1=CC=CC=C1 (tetrakis-(triphenylphosphine)-palladium). The solvent is COCCOC (DME), C(C)(=O)OCC (ethyl acetate). Conditions: temperature 90 celsius. The product is C(CCC)OC1=CC=C(C=C1)C1=CC=C(C=C1)SCC(CN1C(NC(C1=O)(C)C)=O)=O (1-((4′-butoxy(1,1′-biphenyl)-4-yl)thio)-3-(4,4-dimethyl-2,5-dioxoimidazolidin-1-yl)-2-propanone). Isolated yield 78.1%. RXN SMILES: Br[C:2]1[CH:7]=[CH:6][C:5]([S:8][CH2:9][C:10](=[O:21])[CH2:11][N:12]2[C:16](=[O:17])[C:15]([CH3:19])([CH3:18])[NH:14][C:13]2=[O:20])=[CH:4][CH:3]=1.[CH2:22]([O:26][C:27]1[CH:32]=[CH:31][C:30](B(O)O)=[CH:29][CH:28]=1)[CH2:23][CH2:24][CH3:25].C(=O)([O-])[O-].[Na+].[Na+]>COCCOC.C(OCC)(=O)C.[Pd].C1(P(C2C=CC=CC=2)C2C=CC=CC=2)C=CC=CC=1.C1(P(C2C=CC=CC=2)C2C=CC=CC=2)C=CC=CC=1.C1(P(C2C=CC=CC=2)C2C=CC=CC=2)C=CC=CC=1.C1(P(C2C=CC=CC=2)C2C=CC=CC=2)C=CC=CC=1>[CH2:22]([O:26][C:27]1[CH:32]=[CH:31][C:30]([C:2]2[CH:7]=[CH:6][C:5]([S:8][CH2:9][C:10](=[O:21])[CH2:11][N:12]3[C:16](=[O:17])[C:15]([CH3:19])([CH3:18])[NH:14][C:13]3=[O:20])=[CH:4][CH:3]=2)=[CH:29][CH:28]=1)[CH2:23][CH2:24][CH3:25] |f:2.3.4,7.8.9.10.11|. Procedure: A solution of Example 46A (700 mg, 1.89 mmol) in DME (20 mL) at room temperature was treated with 4-n-butoxybenzeneboronic acid (549 mg, 2.83 mmol), tetrakis-(triphenylphosphine)-palladium (218 mg, 0.189 mmol) and 1M sodium carbonate (3.54 mL, 3.54 mmol), the reaction vessel was sealed and heated at 90° C. for 6 hours, diluted with ethyl acetate, washed with sequentially saturated ammonium chloride solution, water and brine, dried (Na2SO4), filtered, concentrated and purified on silica gel with ... Reactants: CN1C(=NN=C1SC)C1=CC=NC=C1 (4-methyl-5-methylthio-3-(4-pyridyl)-4H-1,2,4-triazole), ClC=1C=C(C(=O)OO)C=CC1 (m-chloroperoxybenzoic acid). The solvent is C(Cl)Cl (CH2Cl2), C(Cl)Cl (CH2Cl2). Reaction conditions: time 8 hour. The product is CN1C(=NN=C1S(=O)C)C1=CC=NC=C1 (4-Methyl-5-methylsulfinyl-3-(4-pyridyl)-4H-1,2,4-triazole). Reaction SMILES: [CH3:1][N:2]1[C:6]([S:7][CH3:8])=[N:5][N:4]=[C:3]1[C:9]1[CH:14]=[CH:13][N:12]=[CH:11][CH:10]=1.ClC1C=C(C=CC=1)C(OO)=[O:20]>C(Cl)Cl>[CH3:1][N:2]1[C:6]([S:7]([CH3:8])=[O:20])=[N:5][N:4]=[C:3]1[C:9]1[CH:14]=[CH:13][N:12]=[CH:11][CH:10]=1. Reported procedure: To a stirred, 0° C., solution of 4-methyl-5-methylthio-3-(4-pyridyl)-4H-1,2,4-triazole (4.54 g, 2.2×10-2 mole) and CH2Cl2 (125 ml) was added portionwise m-chloroperoxybenzoic acid (4.83 g, 2.24×10-2 mole, 80% active MCPBA). After stirring overnight the reaction was diluted with CH2Cl2 until homogeneous. The CH2Cl2 solution was then washed with saturated aqueous NaHCO3 and saturated aqueous NaCl. After drying over anhydrouse Na2SO4, the CH2Cl2 was evaporated at reduced pressure to give the desire... Starting materials: ClC1=C2C(=NN=C1C1=CC=CC=C1)NN=C2C2=CC=CC=C2 (4-chloro-3,5-diphenyl-1H-pyrazolo[3,4-c]pyridazine), OCCN1C(CCC1)=O (1-(2-hydroxyethyl)pyrrolidin-2-one). Product: ClC1=C2C(=NN=C1C1=CC=CC=C1)N(N=C2C2=CC=CC=C2)CCN2C(CCC2)=O (1-[2-(4-chloro-3,5-diphenyl-pyrazolo[3,4-c]pyridazin-1-yl)ethyl]pyrrolidin-2-one). As a reaction SMILES: [Cl:1][C:2]1[C:7]([C:8]2[CH:13]=[CH:12][CH:11]=[CH:10][CH:9]=2)=[N:6][N:5]=[C:4]2[NH:14][N:15]=[C:16]([C:17]3[CH:22]=[CH:21][CH:20]=[CH:19][CH:18]=3)[C:3]=12.O[CH2:24][CH2:25][N:26]1[CH2:30][CH2:29][CH2:28][C:27]1=[O:31]>>[Cl:1][C:2]1[C:7]([C:8]2[CH:9]=[CH:10][CH:11]=[CH:12][CH:13]=2)=[N:6][N:5]=[C:4]2[N:14]([CH2:24][CH2:25][N:26]3[CH2:30][CH2:29][CH2:28][C:27]3=[O:31])[N:15]=[C:16]([C:17]3[CH:18]=[CH:19][CH:20]=[CH:21][CH:22]=3)[C:3]=12. Reported procedure: Compound IIb was synthesized from 4-chloro-3,5-diphenyl-1H-pyrazolo[3,4-c]pyridazine and 1-(2-hydroxyethyl)pyrrolidin-2-one following the general procedure for the Mitsunobu reaction as described above. Reactants: C(#N)C1=CC=C(C=C1)O (4-cyanophenol), [N-]=[N+]=[N-].[Na+] (sodium azide), Cl (HCl). The solvent is C1(=CC=CC=C1)C (toluene). Run at temperature 100 celsius. The product is N1N=NN=C1C1=CC=C(C=C1)O (4-(1H-Tetrazol-5-yl)phenol). The yield is 109.8%. RXN SMILES: [C:1]([C:3]1[CH:8]=[CH:7][C:6]([OH:9])=[CH:5][CH:4]=1)#[N:2].[N-:10]=[N+:11]=[N-:12].[Na+].Cl>C1(C)C=CC=CC=1>[NH:10]1[C:1]([C:3]2[CH:8]=[CH:7][C:6]([OH:9])=[CH:5][CH:4]=2)=[N:2][N:12]=[N:11]1 |f:1.2|. Procedure: A 50 mL round bottomed flask equipped with a Teflon coated magnetic stirring bar, and a rubber septum was charged with 4-cyanophenol (596 mg, 5.0 mmol), sodium azide (975 mg, 15 mmol), triethylamineo.HCl (2.06 g, 15 mmol) and toluene (25 mL). The reaction mixture was heated at 100° C. for 18 h with vigorous stirring. The reaction mixture was cooled to ambient temperature and poured into a separatory funnel and extracted with H2O (3×10 mL). The combined aqueous phases were treated dropwise with H... The reactants are O=C1CCN(C(=O)C=Cc2cccc(Cl)c2)CCN1, ClCCN1CCCC1. The product is O=C(C=Cc1cccc(Cl)c1)N1CCC(=O)N(CCN2CCCC2)CC1. Reaction SMILES: [Cl:1][c:2]1[cH:3][c:4]([CH:8]=[CH:9][C:10](=[O:11])[N:12]2[CH2:13][CH2:14][NH:15][C:16](=[O:19])[CH2:17][CH2:18]2)[cH:5][cH:6][cH:7]1.[Cl:20][CH2:21][CH2:22][N:23]1[CH2:24][CH2:25][CH2:26][CH2:27]1>>[Cl:1][c:2]1[cH:3][c:4]([CH:8]=[CH:9][C:10](=[O:11])[N:12]2[CH2:13][CH2:14][N:15]([CH2:21][CH2:22][N:23]3[CH2:24][CH2:25][CH2:26][CH2:27]3)[C:16](=[O:19])[CH2:17][CH2:18]2)[cH:5][cH:6][cH:7]1.